This data is from the Open Reaction Database (ORD), a public repository of structured organic reaction records. The task is: describe an organic reaction: reactants, conditions, products, and yield The reactants are FC(C(=O)NC[C@H]1CN(CC1)C(=O)OC(C)(C)C)(F)F (1,1-dimethylethyl(3S)-3{[(trifluoroacetyl)amino]methyl}-1-pyrrolidinecarboxylate), C(=O)(C(F)(F)F)O (TFA). The solvent is C(Cl)Cl (CH2Cl2). Run at time 2 hour. The product is FC(C(=O)NC[C@H]1CNCC1)(F)F (2,2,2-trifluoro-N-[(3R)-3-pyrrolidinylmethyl]acetamide). Isolated yield 94.8%. Reaction SMILES: [F:1][C:2]([F:20])([F:19])[C:3]([NH:5][CH2:6][C@@H:7]1[CH2:11][CH2:10][N:9](C(OC(C)(C)C)=O)[CH2:8]1)=[O:4].C(O)(C(F)(F)F)=O>C(Cl)Cl>[F:20][C:2]([F:1])([F:19])[C:3]([NH:5][CH2:6][C@@H:7]1[CH2:11][CH2:10][NH:9][CH2:8]1)=[O:4]. Procedure: To a stirred solution of 1,1-dimethylethyl(3S)-3{[(trifluoroacetyl)amino]methyl}-1-pyrrolidinecarboxylate (2.96 g, 10.0 mmole), in CH2Cl2 (50 mL) at RT was added TFA (25 mL). After 2 h, the reaction contents were concentrated under vacuum. The remaining residue was dissolved in (CHCl3/i-PrOH, 10:1) and washed with saturated aqueous NaHCO3. The organic phase was separated and dried over Na2SO4. Concentration under vacuum afforded the title compound (1.86 g, 95%) as a yellow oil: LC-MS (ES) m/e 19... Starting materials: BrBr (bromine), BrBr (bromine), FC1=CC=C(C=C1)C=1C(CC(NN1)=O)C1=CC=NC=C1 (6-(4-fluorophenyl)-4,5-dihydro-5-(4-pyridyl)-2H-pyridazin-3-one). Solvent: C(C)(=O)O (acetic acid), C(C)(=O)O (acetic acid), C(C)(=O)O (acetic acid). Conditions: time 2 hour. Yields the product FC1=CC=C(C=C1)C=1C(=CC(NN1)=O)C1=CC=NC=C1 (6-(4-Fluorophenyl)-5-(4-pyridyl)-2H-pyridazin-3-one). Reaction SMILES: BrBr.[F:3][C:4]1[CH:9]=[CH:8][C:7]([C:10]2[CH:11]([C:17]3[CH:22]=[CH:21][N:20]=[CH:19][CH:18]=3)[CH2:12][C:13](=[O:16])[NH:14][N:15]=2)=[CH:6][CH:5]=1>C(O)(=O)C>[F:3][C:4]1[CH:9]=[CH:8][C:7]([C:10]2[C:11]([C:17]3[CH:18]=[CH:19][N:20]=[CH:21][CH:22]=3)=[CH:12][C:13](=[O:16])[NH:14][N:15]=2)=[CH:6][CH:5]=1. Reported procedure: A solution of bromine (78.3 μl, 1.48 mmol) in acetic acid (6 ml) was added dropwise to a stirred solution of 6-(4-fluorophenyl)-4,5-dihydro-5-(4-pyridyl)-2H-pyridazin-3-one (314 mg, 1.17 mmol) in acetic acid (4.6 ml) at room temperature. After 2 h at room temperature, more bromine (41.7 μl, 0.78 mmol) in acetic acid (3.2 ml) was added to the turbid mixture. A gum precipitated. After 30 minutes, it was evaporated and co-evaporated with toluene. Residual acid was neutralized with methanolic 2N amm... The reactants are c1ccc2c(c1)CCNC2, Cc1ccc(-c2oncc2C(=O)Cl)cc1, ClCCl. Yields the product Cc1ccc(-c2oncc2C(=O)N2CCc3ccccc3C2)cc1. Reaction SMILES: [CH2:16]1[NH:17][CH2:18][CH2:19][c:20]2[cH:21][cH:22][cH:23][cH:24][c:25]21.[CH3:1][c:2]1[cH:3][cH:4][c:5](-[c:8]2[c:9]([C:13](=[O:14])[Cl:15])[cH:10][n:11][o:12]2)[cH:6][cH:7]1.[Cl:26][CH2:27][Cl:28]>>[CH3:1][c:2]1[cH:3][cH:4][c:5](-[c:8]2[c:9]([C:13](=[O:14])[N:17]3[CH2:16][c:25]4[c:20]([cH:21][cH:22][cH:23][cH:24]4)[CH2:19][CH2:18]3)[cH:10][n:11][o:12]2)[cH:6][cH:7]1. Reactants: C(#N)C=1C=NC=CC1 (3-cyanopyridine), C(#N)C=1C=NC=CC1 (3-cyanopyridine), P(=O)([O-])([O-])[O-].[K+].[K+].[K+] (potassium phosphate), suspension, C(C)#N.O (acetonitrile water), CN(C(C1=CC=CC=C1)=O)C (N,N-dimethylbenzamide), C(#N)C=1C=NC=CC1 (3-cyanopyridine). Run in C(C)#N (acetonitrile). Reaction conditions: time 15 minute. The product is C(C1=CN=CC=C1)(=O)N (nicotinamide), C(C1=CN=CC=C1)(=O)O (nicotinic acid). Reaction SMILES: P([O-])([O-])([O-])=O.[K+].[K+].[K+].[C:9]([C:11]1[CH:12]=[N:13][CH:14]=[CH:15][CH:16]=1)#[N:10].C(#[N:19])C.[OH2:20].CN(C)[C:23](=[O:30])[C:24]1[CH:29]=[CH:28][CH:27]=C[CH:25]=1>C(#N)C>[C:9]([NH2:10])(=[O:30])[C:11]1[CH:16]=[CH:15][CH:14]=[N:13][CH:12]=1.[C:23]([OH:30])(=[O:20])[C:24]1[CH:29]=[CH:28][CH:27]=[N:19][CH:25]=1 |f:0.1.2.3,5.6|. Procedure: To a 15-mL polypropylene centrifuge tube was added 3.73 mL of 50 mM potassium phosphate buffer (pH 7.0), 1.0 mL of a suspension of 22.1 mg dry cell weight E. coli SW132 wet cells (prepared as described in Example 10) in 50 mM potassium phosphate buffer (pH 7.0), and 0.2660 g of 3-cyanopyridine. The final concentration of 3-cyanopyridine was 0.501 M. The reaction mixture was mixed on a rotating platform at 23° C. After 15 minutes, 7.50 mL of 95:5 acetonitrile/water containing 0.30 M N,N-dimethylb...